describe an organic reaction: reactants, conditions, products, and yield From a dataset of the Open Reaction Database (ORD), a public repository of structured organic reaction records. Reactants: Brc1cccnc1 (bromide 22), CC(C)(C)OC(N)=O (tBu carbamate S7). The reagents and catalysts are C1CCC2=NCCCN2CC1 (DBU 24), CS(=O)(=O)O[Pd]1(<-P(C2=CC=CC=C2)(C2=CC=CC=C2)C2=C(C3=C(P(C4=CC=CC=C4)C4=CC=CC=C4)C=CC4=C3C=CC=C4)C3=C(C=CC=C3)C=C2)<-NC2=C(C=CC=C2)C2=CC=CC=C21 (BINAP Pd G3 30). The solvent is CS(C)=O (DMSO), CS(C)=O (DMSO), CS(C)=O (DMSO), CS(C)=O (DMSO). Run at time 22 hour. Yields the product CC(C)(C)OC(=O)Nc1cccnc1, Brc1cccnc1, CC(C)(C)OC(N)=O, c1ccc(-c2ccccc2)cc1 (biphenyl). Procedure: The Mosquito was used to combine the source plate solutions by multi-aspiration of 250 nL of each of the four reaction components and then to dose the resulting reaction mixture (1 uL) into a 1536-well plate Starting materials: OCC(C)(CO)C (neopentyl glycol), C(CCCCCCCCCCCCCCCCCCCCCCCCCCC)(=O)O (montanic acid), [Sn] (tin). Reaction conditions: temperature 100 celsius. Yields the product C(CCCCCCCCCCCCCCCCCCCCCCCCCCC)(=O)OCC(C)(CO)C (Neopentyl glycol monomontanate). As a reaction SMILES: [OH:1][CH2:2][C:3]([CH3:7])([CH2:5][OH:6])[CH3:4].[C:8](O)(=[O:36])[CH2:9][CH2:10][CH2:11][CH2:12][CH2:13][CH2:14][CH2:15][CH2:16][CH2:17][CH2:18][CH2:19][CH2:20][CH2:21][CH2:22][CH2:23][CH2:24][CH2:25][CH2:26][CH2:27][CH2:28][CH2:29][CH2:30][CH2:31][CH2:32][CH2:33][CH2:34][CH3:35].[Sn]>>[C:8]([O:1][CH2:2][C:3]([CH3:7])([CH2:5][OH:6])[CH3:4])(=[O:36])[CH2:9][CH2:10][CH2:11][CH2:12][CH2:13][CH2:14][CH2:15][CH2:16][CH2:17][CH2:18][CH2:19][CH2:20][CH2:21][CH2:22][CH2:23][CH2:24][CH2:25][CH2:26][CH2:27][CH2:28][CH2:29][CH2:30][CH2:31][CH2:32][CH2:33][CH2:34][CH3:35] |^3:37|. Procedure: 64.2 g neopentyl glycol (0.617 mole), 246.9 g montanic acid (0.617 mole) and 0.4 g tin powder were heated to 210° C. as in Example 1 with application of a gentle vacuum. The vacuum was increased to 150 mbar over a period of 5 h. The product had an acid number of approximately 2. A brown-yellow hard wax having a dropping point of 72° C. was obtained after cooling to 100° C., bleaching and filtering. The reactants are ClC1=CC=C(CNC(=O)C=2C=NC3=CC=C(C=C3C2O)CO)C=C1 (N-(4-chlorobenzyl)-4-hydroxy-6-(hydroxymethyl)-3-quinolinecarboxamide), N1CCOCC1 (morpholine), N1=C(C=C(C=C1C)C)C (2,4,6-collidine), CS(=O)(=O)Cl (methanesulfonylchloride). The reagents and catalysts are CN(C1=CC=NC=C1)C (4-dimethylaminopyridine). The solvent is O (water), CN(C)C=O (DMF). Conditions: time 4 hour. Product: ClC1=CC=C(CC2=NC3=CC=C(C=C3C(=C2C(=O)N)O)CN2CCOCC2)C=C1 (4-Chlorobenzyl-4-hydroxy-6-(4-morpholinylmethyl)-3-quinolinecarboxamide). RXN SMILES: ClC1C=CC(C[NH:7][C:8]([C:10]2[CH:11]=[N:12][C:13]3[C:18]([C:19]=2[OH:20])=[CH:17][C:16]([CH2:21]O)=[CH:15][CH:14]=3)=[O:9])=CC=1.N1[C:30]([CH3:31])=[CH:29][C:28](C)=[CH:27][C:26]=1[CH3:33].CS([Cl:38])(=O)=O.[NH:39]1[CH2:44][CH2:43][O:42][CH2:41][CH2:40]1>CN(C=O)C.CN(C)C1C=CN=CC=1.O>[Cl:38][C:27]1[CH:26]=[CH:33][C:30]([CH2:31][C:11]2[C:10]([C:8]([NH2:7])=[O:9])=[C:19]([OH:20])[C:18]3[C:13](=[CH:14][CH:15]=[C:16]([CH2:21][N:39]4[CH2:44][CH2:43][O:42][CH2:41][CH2:40]4)[CH:17]=3)[N:12]=2)=[CH:29][CH:28]=1. Procedure: A solution of N-(4-chlorobenzyl)-4-hydroxy-6-(hydroxymethyl)-3-quinolinecarboxamide (1.71 gm) from Preparation No. 9 in DMF (50 mL) at 0° C. under a drying tube is treated with 4-dimethylaminopyridine (0.12 gm), 2,4,6-collidine (1.05 mL) and methanesulfonylchloride (0.60 mL). The mixture is allowed to slowly warm to room temperature overnight. The reaction mixture is then treated with morpholine (8.0 mL) and stirred for 4 hrs. The reaction mixture is poured into water (250 mL) and extracted with... Starting materials: O=C1NC(=O)c2ccccc21, Cc1ccc(-c2ccccc2C(=O)Nc2ccc(C(=O)N(C)c3ccccc3OCCCCCCl)cc2)cc1, CN(C)C=O, [I-], [K], [Na+]. Yields the product Cc1ccc(-c2ccccc2C(=O)Nc2ccc(C(=O)N(C)c3ccccc3OCCCCCN3C(=O)c4ccccc4C3=O)cc2)cc1. As a reaction SMILES: [C:40]1(=[O:50])[c:41]2[c:42]([cH:46][cH:47][cH:48][cH:49]2)[C:43](=[O:45])[NH:44]1.[CH3:1][c:2]1[cH:3][cH:4][c:5](-[c:8]2[c:9]([C:14](=[O:15])[NH:16][c:17]3[cH:18][cH:19][c:20]([C:21](=[O:22])[N:23]([c:24]4[c:25]([O:30][CH2:31][CH2:32][CH2:33][CH2:34][CH2:35][Cl:36])[cH:26][cH:27][cH:28][cH:29]4)[CH3:37])[cH:38][cH:39]3)[cH:10][cH:11][cH:12][cH:13]2)[cH:6][cH:7]1.[CH3:54][N:55]([CH3:56])[CH:57]=[O:58].[I-:53].[K:51].[Na+:52]>>[CH3:1][c:2]1[cH:3][cH:4][c:5](-[c:8]2[c:9]([C:14](=[O:15])[NH:16][c:17]3[cH:18][cH:19][c:20]([C:21](=[O:22])[N:23]([c:24]4[c:25]([O:30][CH2:31][CH2:32][CH2:33][CH2:34][CH2:35][N:44]5[C:40](=[O:50])[c:41]6[c:42]([cH:46][cH:47][cH:48][cH:49]6)[C:43]5=[O:45])[cH:26][cH:27][cH:28][cH:29]4)[CH3:37])[cH:38][cH:39]3)[cH:10][cH:11][cH:12][cH:13]2)[cH:6][cH:7]1. Starting materials: N#Cc1cccc(NC(=O)Nc2ccc(S(=O)(=O)Cl)cc2)c1, C1CCOC1, CCN(C(C)C)C(C)C, NCc1c(F)ccc(F)c1F. Product: N#Cc1cccc(NC(=O)Nc2ccc(S(=O)(=O)NCc3c(F)ccc(F)c3F)cc2)c1. Reaction SMILES: [C:1](#[N:2])[c:3]1[cH:4][c:5]([NH:9][C:10]([NH:11][c:12]2[cH:13][cH:14][c:15]([S:18](=[O:19])(=[O:20])[Cl:21])[cH:16][cH:17]2)=[O:22])[cH:6][cH:7][cH:8]1.[CH2:43]1[O:44][CH2:45][CH2:46][CH2:47]1.[CH:34]([N:35]([CH2:36][CH3:37])[CH:38]([CH3:39])[CH3:40])([CH3:41])[CH3:42].[F:23][c:24]1[c:25]([CH2:26][NH2:27])[c:28]([F:33])[cH:29][cH:30][c:31]1[F:32]>>[C:1](#[N:2])[c:3]1[cH:4][c:5]([NH:9][C:10]([NH:11][c:12]2[cH:13][cH:14][c:15]([S:18](=[O:19])(=[O:20])[NH:27][CH2:26][c:25]3[c:24]([F:23])[c:31]([F:32])[cH:30][cH:29][c:28]3[F:33])[cH:16][cH:17]2)=[O:22])[cH:6][cH:7][cH:8]1. Starting materials: FC(F)(F)c1cc(Cl)ccc1CBr, O=C([O-])[O-], ClCCl, [K+], [K+], CN(C)C=O, O, O=C1c2ccccc2C(=O)N1c1cc[nH]n1. Product: O=C1c2ccccc2C(=O)N1c1ccn(Cc2ccc(Cl)cc2C(F)(F)F)n1. Reaction SMILES: [Br:23][CH2:24][c:25]1[c:26]([C:32]([F:33])([F:34])[F:35])[cH:27][c:28]([Cl:31])[cH:29][cH:30]1.[C:17](=[O:18])([O-:19])[O-:20].[Cl:41][CH2:42][Cl:43].[K+:21].[K+:22].[O:36]=[CH:37][N:38]([CH3:39])[CH3:40].[OH2:44].[nH:1]1[n:2][c:3]([N:6]2[C:7](=[O:16])[c:8]3[cH:9][cH:10][cH:11][cH:12][c:13]3[C:14]2=[O:15])[cH:4][cH:5]1>>[n:1]1([CH2:24][c:25]2[c:26]([C:32]([F:33])([F:34])[F:35])[cH:27][c:28]([Cl:31])[cH:29][cH:30]2)[n:2][c:3]([N:6]2[C:7](=[O:16])[c:8]3[cH:9][cH:10][cH:11][cH:12][c:13]3[C:14]2=[O:15])[cH:4][cH:5]1. Reactants: O (Water), BrBr (Bromine), O (water), CN1C(C(CCCC1)C1=CC(CCC1)=O)=O (hexahydro-1-methyl-3-(3-oxocyclohexen-1-yl)-2H-azepin-2-one). Solvent: ClCCl (dichloromethane). Conditions: temperature 25 celsius, time 2 hour. Product: OC=1C=C(C=CC1)C1C(N(CCCC1)C)=O (Hexahydro-3-(3-hydroxyphenyl)-1-methyl-2H-azepin-2-one). The yield is 90.4%. RXN SMILES: [CH3:1][N:2]1[CH2:8][CH2:7][CH2:6][CH2:5][CH:4]([C:9]2[CH2:14][CH2:13][CH2:12][C:11](=[O:15])[CH:10]=2)[C:3]1=[O:16].BrBr.O>ClCCl>[OH:15][C:11]1[CH:10]=[C:9]([CH:4]2[CH2:5][CH2:6][CH2:7][CH2:8][N:2]([CH3:1])[C:3]2=[O:16])[CH:14]=[CH:13][CH:12]=1. Procedure: A solution of hexahydro-1-methyl-3-(3-oxocyclohexen-1-yl)-2H-azepin-2-one (150 g) in dichloromethane (750 ml) was warmed to 25° C. Bromine (97.5 g) was added over 40 minutes at 25°-32° C. (occasional water cooling being applied) and the mixture stirred for 2 hours at about 25° C. Water (200 ml) was added and the dichloromethane layer washed with water (100 ml). The aqueous phases were combined and extracted into dichloromethane (2×100 ml). The dichloromethane extracts were combined and the solve... The reactants are CC(C)Br, O=C([O-])[O-], CC#N, Oc1cc(I)ccc1OCCN1CCCC1, [K+], [K+], O. Product: CC(C)Oc1cc(I)ccc1OCCN1CCCC1. RXN SMILES: [Br:17][CH:18]([CH3:19])[CH3:20].[C:21](=[O:22])([O-:23])[O-:24].[CH3:27][C:28]#[N:29].[I:1][c:2]1[cH:3][cH:4][c:5]([O:9][CH2:10][CH2:11][N:12]2[CH2:13][CH2:14][CH2:15][CH2:16]2)[c:6]([OH:8])[cH:7]1.[K+:25].[K+:26].[OH2:30]>>[I:1][c:2]1[cH:3][cH:4][c:5]([O:9][CH2:10][CH2:11][N:12]2[CH2:13][CH2:14][CH2:15][CH2:16]2)[c:6]([O:8][CH:18]([CH3:19])[CH3:20])[cH:7]1.